From a dataset of the Open Reaction Database (ORD), a public repository of structured organic reaction records. describe an organic reaction: reactants, conditions, products, and yield Reactants: C(C1=CC=CC=C1)(=O)NC(=O)NC1CCCC=2SC=CC21 (1-benzoyl-3-(4,5,6,7-tetrahydrobenzo-[b]thien-4-yl) urea), [OH-].[Na+] (sodium hydroxide). Yields the product S1C2=C(C=C1)C(CCC2)NC(=O)N (4,5,6,7-Tetrahydrobenzo[b]thien-4-ylurea). RXN SMILES: C([NH:9][C:10]([NH:12][CH:13]1[C:21]2[CH:20]=[CH:19][S:18][C:17]=2[CH2:16][CH2:15][CH2:14]1)=[O:11])(=O)C1C=CC=CC=1.[OH-].[Na+]>>[S:18]1[CH:19]=[CH:20][C:21]2[CH:13]([NH:12][C:10]([NH2:9])=[O:11])[CH2:14][CH2:15][CH2:16][C:17]1=2 |f:1.2|. Reported procedure: A mixture of 1-benzoyl-3-(4,5,6,7-tetrahydrobenzo-[b]thien-4-yl) urea and 2N aqueous sodium hydroxide solution (5ml) is stirred at reflux for 2.5 hours. The mixture is cooled in ice, the product is collected and washed with water to afford 0.58 g of title compound, m.p. 203° to 207° C. Starting materials: CC1=CC2=C(N(C=N2)CC2=CC3=C(N=C(S3)S(=O)C)C=C2)C=C1C (6-((5,6-dimethyl-1H-benzo[d]imidazol-1-yl)methyl)-2-(methylsulfinyl)benzo[d]thiazole), N[C@H]1[C@@H](CCCC1)O ((1R,2R)-2-aminocyclohexanol), CCN(C(C)C)C(C)C (DIEA), CN1CCCC1=O (NMP). Solvent: CCOC(=O)C (EtOAc). Conditions: temperature 130 celsius. Yields the product CC1=CC2=C(N(C=N2)CC2=CC3=C(N=C(S3)N[C@H]3[C@@H](CCCC3)O)C=C2)C=C1C ((1R,2R)-2-((6-((5,6-dimethyl-1H-benzo[d]imidazol-1-yl)methyl)benzo[d]thiazol-2-yl)amino)cyclohexanol). The yield is 46.9%. As a reaction SMILES: [CH3:1][C:2]1[C:23]([CH3:24])=[CH:22][C:5]2[N:6]([CH2:9][C:10]3[CH:21]=[CH:20][C:13]4[N:14]=[C:15]([S:17](C)=O)S[C:12]=4[CH:11]=3)[CH:7]=[N:8][C:4]=2[CH:3]=1.[NH2:25][C@@H:26]1[CH2:31][CH2:30][CH2:29][CH2:28][C@H:27]1[OH:32].CCN(C(C)C)C(C)C.CN1C(=O)CCC1>CCOC(C)=O>[CH3:1][C:2]1[C:23]([CH3:24])=[CH:22][C:5]2[N:6]([CH2:9][C:10]3[CH:11]=[CH:12][C:13]4[N:14]=[C:15]([NH:25][C@@H:26]5[CH2:31][CH2:30][CH2:29][CH2:28][C@H:27]5[OH:32])[S:17][C:20]=4[CH:21]=3)[CH:7]=[N:8][C:4]=2[CH:3]=1. Reported procedure: A stirred mixture of 6-((5,6-dimethyl-1H-benzo[d]imidazol-1-yl)methyl)-2-(methylsulfinyl)benzo[d]thiazole (150 mg, 0.42 mmol) from the previous step, (1R,2R)-2-aminocyclohexanol (140 mg, 1.2 mmol), DIEA (540 mg, 4.2 mmol) and NMP (2 mL) was heated at 130° C. for 12 h. The reaction mixture was cooled to rt, diluted with EtOAc (30 mL) and washed with water (10 mL×2). The organic layer was separated, dried over Na2SO4, filtered, and concentrated under reduced pressure. The residue was purified by s... The reactants are CCO, CCOC(=O)Cc1nnc(S)c2ccccc12. The product is CCOC(=O)Cc1nnc(O)c2ccccc12. As a reaction SMILES: [CH3:18][CH2:19][OH:20].[SH:1][c:2]1[n:3][n:4][c:5]([CH2:12][C:13](=[O:14])[O:15][CH2:16][CH3:17])[c:6]2[cH:7][cH:8][cH:9][cH:10][c:11]12>>[c:2]1([OH:20])[n:3][n:4][c:5]([CH2:12][C:13](=[O:14])[O:15][CH2:16][CH3:17])[c:6]2[cH:7][cH:8][cH:9][cH:10][c:11]12.